This data is from the Open Reaction Database (ORD), a public repository of structured organic reaction records. The task is: describe an organic reaction: reactants, conditions, products, and yield The reactants are ClC=1C=CC(=C(C1)C(CC(=O)O)CC(=O)O)[N+](=O)[O-] (3-(5-Chloro-2-nitro-phenyl)pentanedioic acid), C(C)(=O)OC(C)=O (acetic anhydride). Reaction conditions: temperature 130 celsius. Yields the product ClC=1C=CC(=C(C1)C1CC(OC(C1)=O)=O)[N+](=O)[O-] (4-(5-Chloro-2-nitro-phenyl)tetrahydropyran-2,6-dione). RXN SMILES: [Cl:1][C:2]1[CH:3]=[CH:4][C:5]([N+:17]([O-:19])=[O:18])=[C:6]([CH:8]([CH2:13][C:14]([OH:16])=[O:15])[CH2:9][C:10](O)=[O:11])[CH:7]=1.C(OC(=O)C)(=O)C>>[Cl:1][C:2]1[CH:3]=[CH:4][C:5]([N+:17]([O-:19])=[O:18])=[C:6]([CH:8]2[CH2:13][C:14](=[O:16])[O:15][C:10](=[O:11])[CH2:9]2)[CH:7]=1. Procedure: Asymmetry, 2001, 12, 419-426), 4-(5-chloro-2-nitro-phenyl)tetrahydropyran-2,6-dione (18c) is prepared by heating 3-(5-chloro-2-nitro-phenyl)pentanedioic acid (18b) (2.88 g, 10.0 mmol) in acetic anhydride (Ac2O) (2.83 mL, 3.06 g, 30 mmol) at reflux (about 130° C. oil bath temperature). After cooling to room temperature, the title compound (18c) is precipitated with diethyl ether (Et2O) the solid collected by filtration, washed with cold Et2Oand dried under reduced pressure to remove residual solv... Reaction SMILES: C([O:3][C:4](=[O:20])[CH2:5][CH:6]1[CH2:11][CH2:10][N:9]([C:12]2[CH:17]=[CH:16][C:15]([C:18]#[N:19])=[CH:14][CH:13]=2)[CH2:8][CH2:7]1)C.[OH-].[Na+].Cl>CO.C1COCC1>[C:18]([C:15]1[CH:14]=[CH:13][C:12]([N:9]2[CH2:8][CH2:7][CH:6]([CH2:5][C:4]([OH:20])=[O:3])[CH2:11][CH2:10]2)=[CH:17][CH:16]=1)#[N:19] |f:1.2|. Run in CO (methanol), C1CCOC1 (THF). Conditions: time 30 minute. The product is C(#N)C1=CC=C(C=C1)N1CCC(CC1)CC(=O)O (2-(1-(4-Cyanophenyl)-4-piperidyl)ethanoic acid). Reported procedure: The compound (1.38 g) obtained in the above (2) is dissolved in a mixture of methanol (20 ml) and THF (10 ml), and thereto is added an aqueous sodium hydroxide solution (NaOH; 2.1 g, water; 10 ml), and the mixture is stirred at room temperature for 30 minutes. The pH value of the mixture is adjusted to pH 1 with conc. hydrochloric acid, and the reaction mixture is concentrated under reduced pressure. To the residue is added isopropanol, and the mixture is stirred at room temperature for one hour... Starting materials: Cl (hydrochloric acid), compound, C(C)OC(CC1CCN(CC1)C1=CC=C(C=C1)C#N)=O (2-(1-(4-Cyanophenyl)-4-piperidyl)ethanoic acid ethyl ester), [OH-].[Na+] (sodium hydroxide). The reactants are C(C1=CC=CC=C1)O (benzyl alcohol), CC(C)(C)[O-].[K+] (KOtBu), FC1=C(C=C(C=C1)C(C)=O)C(F)(F)F (4′-fluoro-3′-(trifluoromethyl)acetophenone). The solvent is C1CCOC1 (THF). Product: C(C1=CC=CC=C1)OC1=C(C=C(C=C1)C(C)=O)C(F)(F)F (1-(4-Benzyloxy-3-trifluoromethyl-phenyl)-ethanone). Yield: 72.4%. As a reaction SMILES: [CH2:1]([OH:8])[C:2]1[CH:7]=[CH:6][CH:5]=[CH:4][CH:3]=1.CC([O-])(C)C.[K+].F[C:16]1[CH:21]=[CH:20][C:19]([C:22](=[O:24])[CH3:23])=[CH:18][C:17]=1[C:25]([F:28])([F:27])[F:26]>C1COCC1>[CH2:1]([O:8][C:16]1[CH:21]=[CH:20][C:19]([C:22](=[O:24])[CH3:23])=[CH:18][C:17]=1[C:25]([F:26])([F:27])[F:28])[C:2]1[CH:7]=[CH:6][CH:5]=[CH:4][CH:3]=1 |f:1.2|. Procedure: A mixture of benzyl alcohol (10.9 mL; 104.98 mmol) and KOtBu (12.96 g; 115.5 mmol) in THF (500 mL) was heated under reflux for 10 minutes. Subsequently, 4′-fluoro-3′-(trifluoromethyl)acetophenone (21.64 g; 105 mmol) was added and the mixture heated under reflux for another 2 hours. After cooling to RT, the mixture was partitioned between EtOAc and a 5% aqueous NaHCO3 solution. The organic layer was separated, dried (Na2SO4), filtered, and concentrated in vacuo. The residue was purified by column... Starting materials: FC(Cl)F (difluorochloromethane), CC1=C(C=C(C=C1)N1N=C(NC1=O)C)OC (4,5-dihydro-1-(4-methyl-3-methoxyphenyl)-3-methyl-1,2,4-triazol-5(1H)-one), [OH-].[Na+] (sodium hydroxide). Isolated yield 24.5%. Solvent: C1CCCCC1 (cyclohexane). The product is FC(N1C(=NN(C1=O)C1=CC(=C(C=C1)C)OC)C)F (4-difluoromethyl-4,5-dihydro-1-(4-methyl-3-methoxyphenyl)-3-methyl-1,2,4-triazol-5-(1H)-one). Procedure: A stirred mixture of 60.0 g (0.28 mole) of 4,5-dihydro-1-(4-methyl-3-methoxyphenyl)-3-methyl-1,2,4-triazol-5(1H)-one, 60.0 g (0.19 mole) of tetrabutylammonium bromide and 60.0 g (1.5 mole) of powdered sodium hydroxide in 2 liters of cyclohexane was heated at reflux. During a two hour period 60.0 g (0.67 mole) of gaseous difluorochloromethane was bubbled into the mixture. After complete addition the mixture was stirred at reflux for one hour, then allowed to cool to 70° C. The supernatant liquid ... As a reaction SMILES: [CH3:1][C:2]1[CH:7]=[CH:6][C:5]([N:8]2[C:12](=[O:13])[NH:11][C:10]([CH3:14])=[N:9]2)=[CH:4][C:3]=1[O:15][CH3:16].[OH-].[Na+].[F:19][CH:20]([F:22])Cl>[Br-].C([N+](CCCC)(CCCC)CCCC)CCC.C1CCCCC1>[F:19][CH:20]([F:22])[N:11]1[C:12](=[O:13])[N:8]([C:5]2[CH:6]=[CH:7][C:2]([CH3:1])=[C:3]([O:15][CH3:16])[CH:4]=2)[N:9]=[C:10]1[CH3:14] |f:1.2,4.5|. Reaction conditions: temperature 70 celsius. The reagents and catalysts are [Br-].C(CCC)[N+](CCCC)(CCCC)CCCC (tetrabutylammonium bromide). Reactants: [Br-], [Br-], CCOCC, CC(C)c1ccccc1O, C1COCCO1. Product: CC(C)c1cc(Br)ccc1O. Reaction SMILES: [Br-:11].[Br-:12].[CH3:19][CH2:20][O:21][CH2:22][CH3:23].[CH3:1][CH:2]([CH3:3])[c:4]1[cH:5][cH:6][cH:7][cH:8][c:9]1[OH:10].[O:13]1[CH2:14][CH2:15][O:16][CH2:17][CH2:18]1>>[CH3:1][CH:2]([CH3:3])[c:4]1[cH:5][c:6]([Br:11])[cH:7][cH:8][c:9]1[OH:10].